From a dataset of the Open Reaction Database (ORD), a public repository of structured organic reaction records. describe an organic reaction: reactants, conditions, products, and yield Starting materials: CCOC(OCC)N(C)C, Cc1ccccc1[N+](=O)[O-]. Yields the product CN(C)C=Cc1ccccc1[N+](=O)[O-]. Reaction SMILES: [CH2:1]([O:2][CH:4]([O:3][CH2:8][CH3:9])[N:5]([CH3:6])[CH3:7])[CH3:10].[N+:11](=[O:12])([O-:13])[c:14]1[c:15]([CH3:20])[cH:16][cH:17][cH:18][cH:19]1>>[CH:4]([N:5]([CH3:6])[CH3:7])=[CH:20][c:15]1[c:14]([N+:11](=[O:12])[O-:13])[cH:19][cH:18][cH:17][cH:16]1. The reactants are C(C)(=O)OC(C)=O (Acetic anhydride), COC1=C(C(C=O)=CC=C1)O (3-methoxysalicylaldehyde), C(=O)([O-])[O-].[K+].[K+] (K2CO3). Solvent: C(Cl)Cl (CH2Cl2). Run at time 8 hour. The product is C(C)(=O)OC1=C(C=O)C=CC=C1OC (2-Acetoxy-3-methoxybenzaldehyde). Yield: 72.1%. As a reaction SMILES: [C:1](OC(=O)C)(=[O:3])[CH3:2].[CH3:8][O:9][C:10]1[CH:17]=[CH:16][CH:15]=[C:12]([CH:13]=[O:14])[C:11]=1[OH:18].C([O-])([O-])=O.[K+].[K+]>C(Cl)Cl>[C:1]([O:18][C:11]1[C:10]([O:9][CH3:8])=[CH:17][CH:16]=[CH:15][C:12]=1[CH:13]=[O:14])(=[O:3])[CH3:2] |f:2.3.4|. Procedure details: Acetic anhydride (45.9 g, 0.45 mol) was added to a suspension of 3-methoxysalicylaldehyde (45.6 g, 0.3 mol) and K2CO3 (42.0 g, 0.6 mol) in CH2Cl2 (450 L) at rt. The reaction mixture was stirred at rt overnight then filtered, evaporated and the residue was recrystallised from cyclohexane to give 42 (42.0 g, 74%) as colourless needles: Reactants: [Li]C(C)(C)C, COC1=NC(C(C)C)C(OC)=NC1, [Cl-], FC(F)(F)C(CCI)c1ccccc1, [NH4+], C1CCOC1. Yields the product COC1=NC(C(C)C)C(OC)=NC1CCC(c1ccccc1)C(F)(F)F. Reaction SMILES: [C:14]([Li:15])([CH3:16])([CH3:17])[CH3:18].[CH3:1][O:2][C:3]1=[N:8][CH2:7][C:6]([O:9][CH3:10])=[N:5][CH:4]1[CH:11]([CH3:12])[CH3:13].[Cl-:33].[I:19][CH2:20][CH2:21][CH:22]([C:23]([F:24])([F:25])[F:26])[c:27]1[cH:28][cH:29][cH:30][cH:31][cH:32]1.[NH4+:34].[O:35]1[CH2:36][CH2:37][CH2:38][CH2:39]1>>[CH3:1][O:2][C:3]1=[N:8][CH:7]([CH2:20][CH2:21][CH:22]([C:23]([F:24])([F:25])[F:26])[c:27]2[cH:28][cH:29][cH:30][cH:31][cH:32]2)[C:6]([O:9][CH3:10])=[N:5][CH:4]1[CH:11]([CH3:12])[CH3:13]. Reactants: FC1=CC=C(C(=O)Cl)C=C1 (4-fluorobenzoyl chloride), FC1=CC=C(C=C1)CN1C(=NC2=C1C=CC=C2)NC2CCN(CC2)C2CCNCC2 (N-[1-(4-fluorophenylmethyl)-1H-benzimidazol-2-yl]-[1,4'-bipiperidine]-4-amine), ofN,N-diethylethanamine. Solvent: ClCCl (dichloromethane), ClCCl (dichloromethane). Run at time 1 hour. Yields the product 1, FC1=CC=C(C(=O)C2N(CCC(C2)NC2=NC3=C(N2CC2=CC=C(C=C2)F)C=CC=C3)C3CCNCC3)C=C1 (4-fluorobenzoyl-N-[1-(4-fluorophenylmethyl)-1H-benzimidazol-2-yl]-[1,4'-bipiperidine]-4-amine). Isolated yield 34.0%. Reaction SMILES: [F:1][C:2]1[CH:7]=[CH:6][C:5]([CH2:8][N:9]2[C:13]3[CH:14]=[CH:15][CH:16]=[CH:17][C:12]=3[N:11]=[C:10]2[NH:18][CH:19]2[CH2:24][CH2:23][N:22]([CH:25]3[CH2:30][CH2:29][NH:28][CH2:27][CH2:26]3)[CH2:21][CH2:20]2)=[CH:4][CH:3]=1.[F:31][C:32]1[CH:40]=[CH:39][C:35]([C:36](Cl)=[O:37])=[CH:34][CH:33]=1>ClCCl>[F:31][C:32]1[CH:40]=[CH:39][C:35]([C:36]([CH:23]2[CH2:24][CH:19]([NH:18][C:10]3[N:9]([CH2:8][C:5]4[CH:4]=[CH:3][C:2]([F:1])=[CH:7][CH:6]=4)[C:13]4[CH:14]=[CH:15][CH:16]=[CH:17][C:12]=4[N:11]=3)[CH2:20][CH2:21][N:22]2[CH:25]2[CH2:30][CH2:29][NH:28][CH2:27][CH2:26]2)=[O:37])=[CH:34][CH:33]=1. Reported procedure: To a stirred mixture of 4 parts of N-[1-(4-fluorophenylmethyl)-1H-benzimidazol-2-yl]-[1,4'-bipiperidine]-4-amine, 1 part ofN,N-diethylethanamine and 91 parts of dichloromethane was added dropwise a solution of 1.6 parts of 4-fluorobenzoyl chloride in 39 parts of dichloromethane: slightly exothermic reaction, the temperature rises from 25° C. to 30° C. Upon completion, stirring was continued for one hour at room temperature. The reaction mixture was purified by high performance liquid chromatogra... The reactants are Cl.C(C)OC(CN1C(=CC=C1C)C(=O)OCC)=N (ethyl 1-(2-ethoxy-2-iminoethyl)-5-methyl-1H-pyrrole-2-carboxylate hydrochloride), FC1=C(C=CC=C1)N1CCNCC1 (1-(2-fluorophenyl)piperazine). Solvent: C(C)O (ethanol). Conditions: temperature 55 celsius. The product is FC1=C(C=CC=C1)N1CCN(CC1)C(CN1C(=CC=C1C)C(=O)OCC)=N (ethyl 1-(2-(4-(2-fluorophenyl)piperazin-1-yl)-2-iminoethyl)-5-methyl-1H-pyrrole-2-carboxylate). Isolated yield 85.4%. RXN SMILES: Cl.C(O[C:5](=[NH:18])[CH2:6][N:7]1[C:11]([CH3:12])=[CH:10][CH:9]=[C:8]1[C:13]([O:15][CH2:16][CH3:17])=[O:14])C.[F:19][C:20]1[CH:25]=[CH:24][CH:23]=[CH:22][C:21]=1[N:26]1[CH2:31][CH2:30][NH:29][CH2:28][CH2:27]1>C(O)C>[F:19][C:20]1[CH:25]=[CH:24][CH:23]=[CH:22][C:21]=1[N:26]1[CH2:31][CH2:30][N:29]([C:5](=[NH:18])[CH2:6][N:7]2[C:11]([CH3:12])=[CH:10][CH:9]=[C:8]2[C:13]([O:15][CH2:16][CH3:17])=[O:14])[CH2:28][CH2:27]1 |f:0.1|. Procedure: A mixture of ethyl 1-(2-ethoxy-2-iminoethyl)-5-methyl-1H-pyrrole-2-carboxylate hydrochloride (950 mg, 3.46 mmol) and 1-(2-fluorophenyl)piperazine (1.87 g, 10.4 mmol) in ethanol (5 mL) was heated at 55° C. overnight. At this time, the reaction was concentrated in vacuo. Reverse phase column chromatography (0-100% acetonitrile/water) afforded ethyl 1-(2-(4-(2-fluorophenyl)piperazin-1-yl)-2-iminoethyl)-5-methyl-1H-pyrrole-2-carboxylate (1.1 g, 85.4%) as a white solid. LC-MS calcd. for C20H26N4O2 [(... The reactants are OC1=CC=CC2=CC3=CC=CC=C3N=C12 (4-hydroxyacridine), [H-].[Na+] (NaH), C(=O)([O-])[O-].[Cs+].[Cs+] (Cs2CO3), BrC(C(=O)N)(C)C (2-bromo-2-methyl-propanamide), [H-].[Na+] (NaH). The solvent is CCOC(=O)C.CCCCCC (EtOAc hexane), O1CCOCC1 (dioxane), CN1CCCN(C1=O)C (DMPU), CN1CCCC1=O (NMP). Conditions: time 30 minute. Product: NC1=CC=CC2=CC3=CC=CC=C3N=C12 (4-aminoacridine). Yield: 18.1%. RXN SMILES: O[C:2]1[C:15]2[C:6](=[CH:7][C:8]3[C:13]([N:14]=2)=[CH:12][CH:11]=[CH:10][CH:9]=3)[CH:5]=[CH:4][CH:3]=1.[H-].[Na+].C([O-])([O-])=O.[Cs+].[Cs+].BrC(C)(C)C([NH2:28])=O>O1CCOCC1.CCOC(C)=O.CCCCCC.CN1C(=O)N(C)CCC1.CN1C(=O)CCC1>[NH2:28][C:2]1[C:15]2[C:6](=[CH:7][C:8]3[C:13]([N:14]=2)=[CH:12][CH:11]=[CH:10][CH:9]=3)[CH:5]=[CH:4][CH:3]=1 |f:1.2,3.4.5,8.9|. Procedure details: To a solution of 4-hydroxyacridine (722 mg, 3.70 mmol) in dioxane (20 mL) was added NaH (Aldrich, dry, 300 mg, 12.2 mmol) and Cs2CO3 (4.00 g, 12.2 mmol). The resulting mixture was stirred at room temperature for about 30 minutes, then 2-bromo-2-methyl-propanamide (2.03 g, 12.2 mmol) was added and the resulting mixture was stirred at reflux for 16 h. After the reflux period, NMP (20 mL), DMPU (2 mL), and NaH (Aldrich, dry, 100 mg, 4.07 mmol) were added. The resulting mixture was stirred at 150° C... Reactants: [K].OC=1C(=CC=2CC(CCC2C1)(C)C)N1CC(NS1(=O)=O)=O (5-(3-hydroxy-7,7-dimethyl-5,6,7,8-tetrahydronaphthalen-2-yl)-1,1-dioxo-1,2,5-thiadiazolidin-3-one potassium salt), C(C1=CC=CC=C1)(=O)Cl (benzoyl chloride), OC=1C(=CC=2CC(CCC2C1)(C)C)N1CC(NS1(=O)=O)=O (5-(3-Hydroxy-7,7-dimethyl-5,6,7,8-tetrahydronaphthalen-2-yl)-1,1-dioxo-1,2,5-thiadiazolidin-3-one), CC(C)([O-])C.[K+] (potassium t-butoxide). The solvent is CN(C)C=O (DMF). Conditions: temperature 0 celsius, time 5 minute. The product is CC1(CC=2C=C(C(=CC2CC1)OC(C1=CC=CC=C1)=O)N1S(NC(C1)=O)(=O)=O)C (Benzoic acid 6,6-dimethyl-3-(1,1,4-trioxo-1,2,5-thiadiazolidin-2-yl)-5,6,7,8-tetrahydronaphthalen-2-yl ester). RXN SMILES: [K].[OH:2][C:3]1[C:4]([N:15]2[S:19](=[O:21])(=[O:20])[NH:18][C:17](=[O:22])[CH2:16]2)=[CH:5][C:6]2[CH2:7][C:8]([CH3:14])([CH3:13])[CH2:9][CH2:10][C:11]=2[CH:12]=1.OC1C(N2S(=O)(=O)NC(=O)C2)=CC2CC(C)(C)CCC=2C=1.CC(C)([O-])C.[K+].[C:50](Cl)(=[O:57])[C:51]1[CH:56]=[CH:55][CH:54]=[CH:53][CH:52]=1>CN(C=O)C>[CH3:13][C:8]1([CH3:14])[CH2:9][CH2:10][C:11]2[CH:12]=[C:3]([O:2][C:50](=[O:57])[C:51]3[CH:56]=[CH:55][CH:54]=[CH:53][CH:52]=3)[C:4]([N:15]3[CH2:16][C:17](=[O:22])[NH:18][S:19]3(=[O:21])=[O:20])=[CH:5][C:6]=2[CH2:7]1 |f:0.1,3.4,^1:0|. Reported procedure: To a solution of 5-(3-hydroxy-7,7-dimethyl-5,6,7,8-tetrahydronaphthalen-2-yl)-1,1-dioxo-1,2,5-thiadiazolidin-3-one potassium salt (47 mg, 0.14 mmol; prepared from the title compound of Example 49 analogously to procedure as described in Example 1, step I) in DMF (3 mL) at 0° C. is added potassium t-butoxide (1M in THF, 0.13 mL,). After 5 min, benzoyl chloride (0.016 mL, 0.14 mmol) is added. The mixture is stirred at 0° C. for 5 min. The mixture is partitioned between Et2O and aq. K2CO3. The ethe... Reported procedure: The title compound was synthesized from methyl 6-(3-chlorophenyl)-1,4,5,6-tetrahydrocyclopenta[b]pyrrole-2-carboxylate (0.099 g, 0.36 mmol) and lithium hydroxide (0.151 g, 3.60 mmol in 2 mL water), according to General Procedure 7. A 1:2 mixture of methanol (MeOH) and THF (3-4 mL) was used. The resulting product was purified by reverse phase HPLC, eluting with a gradient of 40-100% MeOH: water (with 0.1% formic acid) to afford a light pink solid: 0.059 g (63% yield). 1H NMR (400 MHz, METHANOL-d4... Reactants: ClC=1C=C(C=CC1)C1CCC2=C1NC(=C2)C(=O)OC (methyl 6-(3-chlorophenyl)-1,4,5,6-tetrahydrocyclopenta[b]pyrrole-2-carboxylate), [OH-].[Li+] (lithium hydroxide), CO (methanol). Run in C1CCOC1 (THF). Yield: 63.0%. As a reaction SMILES: [Cl:1][C:2]1[CH:3]=[C:4]([CH:8]2[C:12]3[NH:13][C:14]([C:16]([O:18]C)=[O:17])=[CH:15][C:11]=3[CH2:10][CH2:9]2)[CH:5]=[CH:6][CH:7]=1.[OH-].[Li+].CO>C1COCC1>[Cl:1][C:2]1[CH:3]=[C:4]([CH:8]2[C:12]3[NH:13][C:14]([C:16]([OH:18])=[O:17])=[CH:15][C:11]=3[CH2:10][CH2:9]2)[CH:5]=[CH:6][CH:7]=1 |f:1.2|. The product is ClC=1C=C(C=CC1)C1CCC2=C1NC(=C2)C(=O)O (6-(3-chlorophenyl)-1,4,5,6-tetrahydrocyclopenta[b]pyrrole-2-carboxylic acid). Reactants: CC(=O)O, Cc1[nH]c(=O)cc2c1CCCC2, O, O=[N+]([O-])O, O=S(=O)(O)O. Product: Cc1[nH]c(=O)c([N+](=O)[O-])c2c1CCCC2. Reaction SMILES: [CH3:18][C:19](=[O:20])[OH:21].[CH3:1][c:2]1[nH:3][c:4](=[O:12])[cH:5][c:6]2[c:11]1[CH2:10][CH2:9][CH2:8][CH2:7]2.[OH2:13].[OH:14][N+:15]([O-:16])=[O:17].[S:22](=[O:23])(=[O:24])([OH:25])[OH:26]>>[CH3:1][c:2]1[nH:3][c:4](=[O:12])[c:5]([N+:15](=[O:14])[O-:16])[c:6]2[c:11]1[CH2:10][CH2:9][CH2:8][CH2:7]2. Reactants: O=C([O-])[O-], CC(C)CBr, [I-], [K+], [K+], [K+], O=Cc1ccc(O)cc1. Product: CC(C)COc1ccc(C=O)cc1. As a reaction SMILES: [C:17](=[O:18])([O-:19])[O-:20].[CH2:10]([CH:11]([CH3:12])[CH3:13])[Br:14].[I-:16].[K+:15].[K+:21].[K+:22].[OH:1][c:2]1[cH:3][cH:4][c:5]([CH:6]=[O:7])[cH:8][cH:9]1>>[O:1]([c:2]1[cH:3][cH:4][c:5]([CH:6]=[O:7])[cH:8][cH:9]1)[CH2:10][CH:11]([CH3:12])[CH3:13].